Dataset: the Open Reaction Database (ORD), a public repository of structured organic reaction records. Task: describe an organic reaction: reactants, conditions, products, and yield Starting materials: [OH-].[Na+] (NaOH), BrCC(=O)OC(C)(C)C (tert-butyl bromoacetate), FC=1C=C(C=C(C1)OC1OCCCC1)C12OCC(CC1)(CC2)CCO (2-(1-(3-fluoro-5-(tetrahydro-2H-pyran-2-yloxy)phenyl)-2-oxabicyclo[2.2.2]octan-4-yl) ethanol). The reagents and catalysts are [N+](CCCC)(CCCC)(CCCC)CCCC.[Cl-].O (Bu4NCl.H2O). Run in C1(=CC=CC=C1)C (toluene). Conditions: time 18 hour. Product: FC=1C=C(C=C(C1)OC1OCCCC1)C12OCC(CC1)(CC2)CCOCC(=O)OC(C)(C)C (tert-Butyl 2-(2-(1-(3-fluoro-5-(tetrahydro-2H-pyran-2-yloxy)phenyl)-2-oxabicyclo [2.2.2]octan-4-yl)ethoxy)acetate). The yield is 86.1%. As a reaction SMILES: [F:1][C:2]1[CH:3]=[C:4]([C:15]23[CH2:22][CH2:21][C:18]([CH2:23][CH2:24][OH:25])([CH2:19][CH2:20]2)[CH2:17][O:16]3)[CH:5]=[C:6]([O:8][CH:9]2[CH2:14][CH2:13][CH2:12][CH2:11][O:10]2)[CH:7]=1.[OH-].[Na+].Br[CH2:29][C:30]([O:32][C:33]([CH3:36])([CH3:35])[CH3:34])=[O:31]>C1(C)C=CC=CC=1.[N+](CCCC)(CCCC)(CCCC)CCCC.[Cl-].O>[F:1][C:2]1[CH:3]=[C:4]([C:15]23[CH2:20][CH2:19][C:18]([CH2:23][CH2:24][O:25][CH2:29][C:30]([O:32][C:33]([CH3:36])([CH3:35])[CH3:34])=[O:31])([CH2:21][CH2:22]2)[CH2:17][O:16]3)[CH:5]=[C:6]([O:8][CH:9]2[CH2:14][CH2:13][CH2:12][CH2:11][O:10]2)[CH:7]=1 |f:1.2,5.6.7|. Procedure details: To a solution of 2-(1-(3-fluoro-5-(tetrahydro-2H-pyran-2-yloxy)phenyl)-2-oxabicyclo[2.2.2]octan-4-yl) ethanol (350 mg, 1.00 mmol) in toluene (1 mL) was added Bu4NCl.H2O (89 mg, 0.300 mmol). The reaction mixture was cooled to 0° C. after which aqueous 35% NaOH (10 mL) and tert-butyl bromoacetate (295 μL, 1.99 mmol) were successively added. The reaction was stirred at rt for 18 h. The organic layer was separated, washed with H2O (5×15 mL) and brine (15 mL) until the pH=7, and then was concentrated... Starting materials: Cl.CN (methylamine hydrochloride), CCN(C(C)C)C(C)C (DIEA), ClC1=CC2=C(N=CN=C2NC2CCN(CC2)CC=2C=C(C(=O)O)C=CC2)S1 (3-((4-(6-Chlorothieno[2,3-d]pyrimidin-4-ylamino)piperidin-1-yl)methyl)benzoic acid). Run in C(Cl)Cl (DCM), S(=O)(Cl)Cl (thionylchloride). Reaction conditions: time 16 hour. Yields the product ClC1=CC2=C(N=CN=C2NC2CCN(CC2)CC=2C=C(C(=O)NC)C=CC2)S1 (3-((4-(6-Chlorothieno[2,3-d]pyrimidin-4-ylamino)piperidin-1-yl)methyl)-N-methyl benzamide). Isolated yield 48.1%. As a reaction SMILES: [Cl:1][C:2]1[S:27][C:5]2[N:6]=[CH:7][N:8]=[C:9]([NH:10][CH:11]3[CH2:16][CH2:15][N:14]([CH2:17][C:18]4[CH:19]=[C:20]([CH:24]=[CH:25][CH:26]=4)[C:21]([OH:23])=O)[CH2:13][CH2:12]3)[C:4]=2[CH:3]=1.Cl.CN.C[CH2:32][N:33](C(C)C)C(C)C>S(Cl)(Cl)=O.C(Cl)Cl>[Cl:1][C:2]1[S:27][C:5]2[N:6]=[CH:7][N:8]=[C:9]([NH:10][CH:11]3[CH2:12][CH2:13][N:14]([CH2:17][C:18]4[CH:19]=[C:20]([CH:24]=[CH:25][CH:26]=4)[C:21]([NH:33][CH3:32])=[O:23])[CH2:15][CH2:16]3)[C:4]=2[CH:3]=1 |f:1.2|. Procedure: 3-((4-(6-Chlorothieno[2,3-d]pyrimidin-4-ylamino)piperidin-1-yl)methyl)benzoic acid (118 mg, 0.29 mmol) was heated in 3 mL of thionylchloride at 80° C. for 3 h. The reaction was cooled to room temperature and the thionylchloride was removed under reduced pressure. The residue obtained was dissolved in 25 mL of DCM followed by addition of methylamine hydrochloride (60 mg, 0.88 mmol) and DIEA (227 mg, 1.76 mmol). The reaction was allowed to stir at room temperature for 16 h and washed with 25 mL of... Starting materials: Cl[Si](C)(C)C (chlorotrimethylsilane), C(C(C)C)OC1=C(C=CC=C1)C(C)=O (1-(2-isobutoxyphenyl)ethanone), lithium hexamethylsilylamide. The solvent is C1CCOC1 (THF), C1CCOC1 (THF), C1CCOC1 (THF). Conditions: time 15 minute. Yields the product C(C(C)C)OC1=C(C=CC=C1)C(=C)O[Si](C)(C)C ((1-(2-isobutoxyphenyl)vinyloxy)trimethylsilane). Reaction SMILES: [CH2:1]([O:5][C:6]1[CH:11]=[CH:10][CH:9]=[CH:8][C:7]=1[C:12](=[O:14])[CH3:13])[CH:2]([CH3:4])[CH3:3].Cl[Si:16]([CH3:19])([CH3:18])[CH3:17]>C1COCC1>[CH2:1]([O:5][C:6]1[CH:11]=[CH:10][CH:9]=[CH:8][C:7]=1[C:12]([O:14][Si:16]([CH3:19])([CH3:18])[CH3:17])=[CH2:13])[CH:2]([CH3:4])[CH3:3]. Procedure details: A solution of commercially available 1-(2-isobutoxyphenyl)ethanone (10.0 g, 56.5 mmol) in THF (30 mL) was added dropwise to a stirred solution of lithium hexamethylsilylamide (1M in hexanes, 62 mL) in THF (200 mL) over a period of 30 min at 0° C. The resulting solution was stirred for an additional 15 min, and a solution of chlorotrimethylsilane (7.1 mL) in THF (8 mL) was added. The reaction mixture was stirred for 4 hours at room temperature. The mixture was concentrated. To the residue was add... Starting materials: CC(=O)O, CCO, NN1CCCc2ccccc21, O=C1CCCN(C(=O)OCc2ccccc2)CC1. Product: O=C(OCc1ccccc1)N1CCCC(=NN2CCCc3ccccc32)CC1. As a reaction SMILES: [CH3:30][C:31](=[O:32])[OH:33].[CH3:34][CH2:35][OH:36].[N:1]1([NH2:11])[CH2:2][CH2:3][CH2:4][c:5]2[cH:6][cH:7][cH:8][cH:9][c:10]21.[O:12]=[C:13]1[CH2:14][CH2:15][N:16]([C:20](=[O:21])[O:22][CH2:23][c:24]2[cH:25][cH:26][cH:27][cH:28][cH:29]2)[CH2:17][CH2:18][CH2:19]1>>[N:1]1([N:11]=[C:13]2[CH2:14][CH2:15][N:16]([C:20](=[O:21])[O:22][CH2:23][c:24]3[cH:25][cH:26][cH:27][cH:28][cH:29]3)[CH2:17][CH2:18][CH2:19]2)[CH2:2][CH2:3][CH2:4][c:5]2[cH:6][cH:7][cH:8][cH:9][c:10]21. Product: OC=1C=C(C(=O)OC)C=C(C1)OC1C(N(CC1)C)=O (Methyl 3-hydroxy-5-(1-methyl-2-oxopyrrolidin-3-yloxy)benzoate). Isolated yield 47.5%. Procedure: To a stirred solution of Methyl 3,5-dihydroxybenzoate (20 g) [CAS No. 2150-44-9] in dry DMF was added potassium carbonate (48 g) and the suspension stirred at ambient temperature under nitrogen. To this 3-Bromo-1-methyl-pyrrolidin-2-one (40 g) (Intermediate 5) [J. Med. Chem., 1987, 30, 1995-98] was added in three equal portions in 4 h intervals at room temperature and stirred overnight at ambient temperature. It was then quenched with water. The aqueous suspension was extracted with DCM. The to ... The solvent is CN(C)C=O (DMF). Starting materials: OC=1C=C(C(=O)OC)C=C(C1)O (Methyl 3,5-dihydroxybenzoate), BrC1C(N(CC1)C)=O (3-Bromo-1-methyl-pyrrolidin-2-one), BrC1C(N(CC1)C)=O (3-Bromo-1-methyl-pyrrolidin-2-one), C([O-])([O-])=O.[K+].[K+] (potassium carbonate). As a reaction SMILES: [OH:1][C:2]1[CH:3]=[C:4]([CH:9]=[C:10]([OH:12])[CH:11]=1)[C:5]([O:7][CH3:8])=[O:6].C(=O)([O-])[O-].[K+].[K+].Br[CH:20]1[CH2:24][CH2:23][N:22]([CH3:25])[C:21]1=[O:26]>CN(C=O)C>[OH:1][C:2]1[CH:3]=[C:4]([CH:9]=[C:10]([O:12][CH:20]2[CH2:24][CH2:23][N:22]([CH3:25])[C:21]2=[O:26])[CH:11]=1)[C:5]([O:7][CH3:8])=[O:6] |f:1.2.3|. Reactants: C(#N)[Cu] (CuCN), BrCCCOC1=C(C=C(C#N)C=C1)F (4-(3-Bromopropoxy)-3-fluorobenzonitrile), crude mixture. The solvent is CN(C)C=O (DMF), O (water). Reaction conditions: temperature 120 celsius, time 15 hour. The product is COC1=C(C=C(C#N)C=C1)C#N (4-Methoxyisophthalonitrile). Yield: 47.8%. As a reaction SMILES: BrCC[CH2:4][O:5][C:6]1[CH:13]=[CH:12][C:9]([C:10]#[N:11])=[CH:8][C:7]=1F.[C:15]([Cu])#[N:16]>CN(C=O)C.O>[CH3:4][O:5][C:6]1[CH:13]=[CH:12][C:9]([C:10]#[N:11])=[CH:8][C:7]=1[C:15]#[N:16]. Procedure details: 2,4-Dibromo-1-methoxybenzene (25 g, 0.094 mol; see step (i) above) was dissolved in dry DMF (50 mL). CuCN (25.3 g, 0.283 mol) was then added and the resulting mixture was stirred at 120° C. for 15 h, before being cooled to RT. The crude mixture was diluted with water and extracted with ethyl acetate. The organic layer was washed with water and brine, dried over anhydrous Na2SO4 and concentrated under reduced pressure. The residue was purified by column chromatography over silica gel, using 25% e... Reactants: CN(CC1CO1)c1ccccc1, CO, COC=O, [N-]=[N+]=[N-], [Na+], O. The product is CN(CC(O)CN=[N+]=[N-])c1ccccc1. As a reaction SMILES: [CH3:1][N:2]([c:3]1[cH:4][cH:5][cH:6][cH:7][cH:8]1)[CH2:9][CH:10]1[O:11][CH2:12]1.[CH3:21][OH:22].[CH:17]([O:18][CH3:19])=[O:20].[N-:14]=[N+:15]=[N-:16].[Na+:13].[OH2:23]>>[CH3:1][N:2]([c:3]1[cH:4][cH:5][cH:6][cH:7][cH:8]1)[CH2:9][CH:10]([OH:11])[CH2:12][N:14]=[N+:15]=[N-:16].